From a dataset of the Open Reaction Database (ORD), a public repository of structured organic reaction records. describe an organic reaction: reactants, conditions, products, and yield Starting materials: Br.N(N)C=1NCCN1 (2-hydrazino-2-imidazoline hydrobromide), C(=O)[C@H]1CC[C@@]2(C[C@H](CC[C@]12C)C1=CC=CC=C1)O ((1S,3aS,5S,7aR)-1-formyl-5-phenyl-7a-methylperhydroinden-3a-ol). Run in O (water), O1CCOCC1 (dioxane), O1CCOCC1 (dioxane). Run at time 2 hour. Product: Br.N1C(=NCC1)N\N=C\[C@H]1CC[C@@]2(C[C@H](CC[C@]12C)C1=CC=CC=C1)O ((1S,3aS,5S,7aR)-1-[(E)-(2-Imidazolin-2-yl)hydrazono]methyl-5-phenyl-7a-methylperhydroinden-3a-ol hydrobromide). Isolated yield 53.7%. Reaction SMILES: [BrH:1].[NH:2]([C:4]1[NH:5][CH2:6][CH2:7][N:8]=1)[NH2:3].[CH:9]([C@@H:11]1[C@:19]2([CH3:20])[C@@:14]([OH:27])([CH2:15][C@@H:16]([C:21]3[CH:26]=[CH:25][CH:24]=[CH:23][CH:22]=3)[CH2:17][CH2:18]2)[CH2:13][CH2:12]1)=O>O.O1CCOCC1>[BrH:1].[NH:8]1[CH2:7][CH2:6][N:5]=[C:4]1[NH:2]/[N:3]=[CH:9]/[C@@H:11]1[C@:19]2([CH3:20])[C@@:14]([OH:27])([CH2:15][C@@H:16]([C:21]3[CH:22]=[CH:23][CH:24]=[CH:25][CH:26]=3)[CH2:17][CH2:18]2)[CH2:13][CH2:12]1 |f:0.1,5.6|. Procedure details: To a solution of 0.93 g of 2-hydrazino-2-imidazoline hydrobromide in 45 ml of water and 30 ml of dioxane a solution of 0.89 g of (1S,3aS,5S,7aR)-1-formyl-5-phenyl-7a-methylperhydroinden-3a-ol in 30 ml of dioxane was added dropwise at room temperature and the mixture was stirred for 2 hrs. The solution was evaporated to dryness under reduced pressure and the residue was ground with ethanol/water then with ethanol to give 0.78 g of the title compound (I-al) as a white solid. Isolated yield 98.5%. As a reaction SMILES: [C:1]([C:4]1[CH:13]=[CH:12][C:7]([C:8]([O:10][CH3:11])=[O:9])=[CH:6][CH:5]=1)(=[O:3])[CH3:2].O1CCCC1.B.[Na]>C(O)C>[OH:3][CH:1]([C:4]1[CH:13]=[CH:12][C:7]([C:8]([O:10][CH3:11])=[O:9])=[CH:6][CH:5]=1)[CH3:2] |f:2.3,^1:19|. Yields the product OC(C)C1=CC=C(C(=O)OC)C=C1 (methyl 4-(1-hydroxyethyl)benzoate). The solvent is C(C)O (ethanol). Reactants: ice water, C(C)(=O)C1=CC=C(C(=O)OC)C=C1 (methyl 4-acetylbenzoate), O1CCCC1 (tetrahydrofuran), B.[Na] (sodium boron hydride). Procedure details: 71.2 g (0.4 mol) of methyl 4-acetylbenzoate, 300 ml tetrahydrofuran and 100 ml of ethanol were supplied into a four-necked flask equipped with a stirrer and a thermometer. Then 7.6 g (0.2 mol) of sodium boron hydride was added at 15°-25° C. over a period of 3 hours. The mixture was maintained at the same temperature for 5 hours and the resulting reaction solution was poured into ice-water and extracted twice with 400 ml of ethyl acetate. The organic layer was concentrated under reduced pressure ...